From a dataset of the Open Reaction Database (ORD), a public repository of structured organic reaction records. describe an organic reaction: reactants, conditions, products, and yield The reactants are COc1cc(N)c(Cl)cc1Cl, CCOc1cc2c(Cl)c(C#N)cnc2cc1F, Cl, c1ccncc1. Yields the product CCOc1cc2c(Nc3cc(OC)c(Cl)cc3Cl)c(C#N)cnc2cc1F. RXN SMILES: [Cl:18][c:19]1[c:20]([NH2:21])[cH:22][c:23]([O:27][CH3:28])[c:24]([Cl:26])[cH:25]1.[Cl:1][c:2]1[c:3]([C:16]#[N:17])[cH:4][n:5][c:6]2[cH:7][c:8]([F:15])[c:9]([O:12][CH2:13][CH3:14])[cH:10][c:11]12.[ClH:29].[n:30]1[cH:31][cH:32][cH:33][cH:34][cH:35]1>>[c:2]1([NH:21][c:20]2[c:19]([Cl:18])[cH:25][c:24]([Cl:26])[c:23]([O:27][CH3:28])[cH:22]2)[c:3]([C:16]#[N:17])[cH:4][n:5][c:6]2[cH:7][c:8]([F:15])[c:9]([O:12][CH2:13][CH3:14])[cH:10][c:11]12. Reactants: O (water), O1C(CC2=C1C=CC=C2)=O (benzofuranone), COC=1C=C(C=O)C=CC1 (3-methoxybenzaldehyde), [Na] (Sodium), C(C)O (ethanol). The solvent is C(C)(=O)O (acetic acid). Conditions: temperature 20 celsius. Yields the product COC=1C=C(C=CC1)C1C(C2=CC=CC=C2C1=O)=O (2-(3-methoxyphenyl)-1,3-indandione). As a reaction SMILES: [Na].O1[C:6]2[CH:7]=[CH:8][CH:9]=[CH:10][C:5]=2[CH2:4][C:3]1=[O:11].CO[C:14]1[CH:15]=[C:16]([CH:19]=[CH:20][CH:21]=1)[CH:17]=[O:18].O.[CH2:23]([OH:25])C>C(O)(=O)C>[CH3:23][O:25][C:9]1[CH:10]=[C:5]([CH:4]2[C:3](=[O:11])[C:19]3[C:16](=[CH:15][CH:14]=[CH:21][CH:20]=3)[C:17]2=[O:18])[CH:6]=[CH:7][CH:8]=1 |^1:0|. Procedure: Sodium (18.9 parts) was dissolved in absolute ethanol (380 parts) with stirring and was cooled to 20° C. and benzofuranone (100 parts) and 3-methoxybenzaldehyde were added. The reaction mixture was stirred under reflu for 15 minutes and cooled to 20° C. over 1 hour. The reaction mixture was poured into water (900 parts) and the ethanol was removed by evaporation under reduced pressure. Hydrochloric acid was added to the solution until acid and the aqueous phase was decanted to leave a red gum. T... Reactants: BrC(CBr)C1=CC=C(C=C1)C(CBr)Br (1,4-bis(1,2-dibromoethyl)benzene), CC(C)([O-])C.[K+] (potassium t-butoxide), ice water. Solvent: C(C)(C)(C)O (t-butyl alcohol). Conditions: time 1.5 hour. Yields the product C(#C)C1=CC=C(C=C1)C#C (p-Diethynylbenzene). Isolated yield 79.9%. As a reaction SMILES: Br[CH:2]([C:5]1[CH:10]=[CH:9][C:8]([CH:11](Br)[CH2:12]Br)=[CH:7][CH:6]=1)[CH2:3]Br.CC(C)([O-])C.[K+]>C(O)(C)(C)C>[C:2]([C:5]1[CH:10]=[CH:9][C:8]([C:11]#[CH:12])=[CH:7][CH:6]=1)#[CH:3] |f:1.2|. Reported procedure: In a 2 liter-volume four-necked flask having the same equipments as used in 1) above were charged 100 g of 1,4-bis(1,2-dibromoethyl)benzene, 103 g of potassium t-butoxide and 1 liter of t-butyl alcohol, and the mixture was stirred taking care not to rapidly raise the temperature by cooling on an ice bath. The stirring was continued while gradually elevating the temperature finally to a refluxing temperature, at which stirring was conducted for 1.5 hours. The reaction mixture was poured into 6 li... Starting materials: CC=1C(C2=CC=3CCCC3C=C2C1C)[Li] ((1,5,6,7-tetrahydro-2,3-dimethyl-s-indacen-1-yl)lithium), [Si](Cl)(Cl)(C)C (Me2SiCl2). The solvent is C1CCOC1 (THF), C1CCOC1 (THF). Conditions: temperature 22.5 celsius. Product: Cl[Si](C1C(=C(C2=CC=3CCCC3C=C12)C)C)(C)C (chlorodimethyl(1,5,6,7-tetrahydro-2,3-dimethyl-s-indacen-1-yl)silane). The yield is 76.7%. Reaction SMILES: [CH3:1][C:2]1[CH:3]([Li])[C:4]2[C:12]([C:13]=1[CH3:14])=[CH:11][C:10]1[CH2:9][CH2:8][CH2:7][C:6]=1[CH:5]=2.[Si:16]([CH3:20])([CH3:19])(Cl)[Cl:17]>C1COCC1>[Cl:17][Si:16]([CH3:20])([CH3:19])[CH:3]1[C:4]2[C:12](=[CH:11][C:10]3[CH2:9][CH2:8][CH2:7][C:6]=3[CH:5]=2)[C:13]([CH3:14])=[C:2]1[CH3:1]. Procedure details: (1,5,6,7-tetrahydro-2,3-dimethyl-s-indacen-1-yl)lithium (9.27 g, 0.04874 moles) in THF (90 mL) was added dropwise to a solution of Me2SiCl2 (18.90 g, 0.1463 moles) in THF (50 mL). This mixture was then allowed to stir at 20-25° C. 16 hours. After the reaction period the volatiles were removed and the residue extracted and filtered using hexane. The removal of the hexane resulted in the isolation of the desired product as an orange/brown oil (10.35 g, 76.7 percent). Starting materials: O=C(O)CC1(c2ccccc2)C(=O)Oc2ccc(Cl)cc21, O=S(Cl)Cl, c1ccccc1. Product: O=C(Cl)CC1(c2ccccc2)C(=O)Oc2ccc(Cl)cc21. RXN SMILES: [Cl:5][c:6]1[cH:7][cH:8][c:9]2[c:10]([cH:25]1)[C:11]([c:15]1[cH:16][cH:17][cH:18][cH:19][cH:20]1)([CH2:21][C:22](=[O:23])[OH:24])[C:12](=[O:14])[O:13]2.[S:1]([Cl:2])([Cl:3])=[O:4].[cH:26]1[cH:27][cH:28][cH:29][cH:30][cH:31]1>>[Cl:3][C:22]([CH2:21][C:11]1([c:15]2[cH:16][cH:17][cH:18][cH:19][cH:20]2)[c:10]2[c:9]([cH:8][cH:7][c:6]([Cl:5])[cH:25]2)[O:13][C:12]1=[O:14])=[O:23]. Starting materials: BrC1=C(C=C(C=C1OC)C=1SC=CC1)OC (2-(4-bromo-3,5-dimethoxyphenyl)thiophene), CON(C(C(C1=CC=C(C=C1)C=1OC(=NN1)C)OC)=O)C (N,2-dimethoxy-N-methyl-2-(4-(5-methyl-1,3,4-oxadiazol-2-yl)phenyl)acetamide). Product: BrC1=C(C=C(C=C1OC)C1=CC=C(S1)C(C(C1=CC=C(C=C1)C=1OC(=NN1)C)OC)=O)OC (1-(5-(4-Bromo-3,5-dimethoxyphenyl)thiophen-2-yl)-2-methoxy-2-(4-(5-methyl-1,3,4-oxadiazol-2-yl)phenyl)ethanone), product. Isolated yield 11.0%. Reaction SMILES: [Br:1][C:2]1[C:7]([O:8][CH3:9])=[CH:6][C:5]([C:10]2[S:11][CH:12]=[CH:13][CH:14]=2)=[CH:4][C:3]=1[O:15][CH3:16].CON(C)[C:20](=[O:36])[CH:21]([O:34][CH3:35])[C:22]1[CH:27]=[CH:26][C:25]([C:28]2[O:29][C:30]([CH3:33])=[N:31][N:32]=2)=[CH:24][CH:23]=1>>[Br:1][C:2]1[C:7]([O:8][CH3:9])=[CH:6][C:5]([C:10]2[S:11][C:12]([C:20](=[O:36])[CH:21]([O:34][CH3:35])[C:22]3[CH:23]=[CH:24][C:25]([C:28]4[O:29][C:30]([CH3:33])=[N:31][N:32]=4)=[CH:26][CH:27]=3)=[CH:13][CH:14]=2)=[CH:4][C:3]=1[O:15][CH3:16]. Procedure details: 1-(5-(4-Bromo-3,5-dimethoxyphenyl)thiophen-2-yl)-2-methoxy-2-(4-(5-methyl-1,3,4-oxadiazol-2-yl)phenyl)ethanone was prepared from 2-(4-bromo-3,5-dimethoxyphenyl)thiophene and N,2-dimethoxy-N-methyl-2-(4-(5-methyl-1,3,4-oxadiazol-2-yl)phenyl)acetamide according to the procedure used in Example 30. Purification by chromatography (70% EtOAc-hexanes) gave the product as a yellow foam (0.031 g, 11% yield). MS: m/z 529.2 [M+H]+. Reaction SMILES: [C:29](=[O:30])([O-:31])[O-:32].[CH3:35][C:36]#[N:37].[Cl:20][c:21]1[c:22]([CH2:23][Cl:24])[cH:25][cH:26][cH:27][cH:28]1.[F:1][c:2]1[cH:3][cH:4][c:5]([CH:8]2[CH2:9][CH2:10][CH:11]([N:14]3[CH2:15][CH2:16][NH:17][CH2:18][CH2:19]3)[CH2:12][CH2:13]2)[cH:6][cH:7]1.[K+:33].[K+:34]>>[F:1][c:2]1[cH:3][cH:4][c:5]([CH:8]2[CH2:9][CH2:10][CH:11]([N:14]3[CH2:15][CH2:16][N:17]([CH2:23][c:22]4[c:21]([Cl:20])[cH:28][cH:27][cH:26][cH:25]4)[CH2:18][CH2:19]3)[CH2:12][CH2:13]2)[cH:6][cH:7]1. Starting materials: O=C([O-])[O-], CC#N, ClCc1ccccc1Cl, Fc1ccc(C2CCC(N3CCNCC3)CC2)cc1, [K+], [K+]. Product: Fc1ccc(C2CCC(N3CCN(Cc4ccccc4Cl)CC3)CC2)cc1.